Dataset: the Open Reaction Database (ORD), a public repository of structured organic reaction records. Task: describe an organic reaction: reactants, conditions, products, and yield Starting materials: CN(CCCN)C (3-(dimethyl-amino)propylamine), diamine, S(=O)(Cl)Cl (thionyl chloride), C1=CC(=CC=C1CCCC(=O)O)N(CCCl)CCCl (chlorambucil). Run in ClCCl (dichloromethane), ClCCl (dichloromethane), ClCCl (dichloromethane). Run at temperature 4 celsius, time 16 hour. Product: CN(CCCNC(CCCC1=CC=C(C=C1)N(CCCl)CCCl)=O)C (N-[3-(Dimethylamino)propyl]-4-{4-[bis(2-chloroethyl)amino]phenyl}-butyramide). As a reaction SMILES: S(Cl)(Cl)=O.[CH:5]1[C:10]([CH2:11][CH2:12][CH2:13][C:14]([OH:16])=O)=[CH:9][CH:8]=[C:7]([N:17]([CH2:21][CH2:22][Cl:23])[CH2:18][CH2:19][Cl:20])[CH:6]=1.[CH3:24][N:25]([CH3:30])[CH2:26][CH2:27][CH2:28][NH2:29]>ClCCl>[CH3:24][N:25]([CH3:30])[CH2:26][CH2:27][CH2:28][NH:29][C:14](=[O:16])[CH2:13][CH2:12][CH2:11][C:10]1[CH:5]=[CH:6][C:7]([N:17]([CH2:21][CH2:22][Cl:23])[CH2:18][CH2:19][Cl:20])=[CH:8][CH:9]=1. Procedure: 1.25 ml of thionyl chloride is added at 0° C., under an inert atmosphere, to a solution of 1.61 mmol of chlorambucil in 5 ml of dichloromethane The reaction mixture is stirred at 4° C. for 16 hours and then excess SOCl2 is evaporated off under reduced pressure. The residue obtained is taken up in 10 ml of dichloromethane. 1.61 mmol of 3-(dimethyl-amino)propylamine dissolved in 10 ml of dichloromethane are added to the resulting solution at 0° C. under an inert atmosphere. The mixture is then sti...